Dataset: the Open Reaction Database (ORD), a public repository of structured organic reaction records. Task: describe an organic reaction: reactants, conditions, products, and yield The reactants are 10, C(C)N(CC)CC=1C[C@H]2[C@@H]3CC[C@H]([C@@H](CCCC(C)C)C)[C@]3(CC[C@@H]2[C@]2(CC[C@@H](CC12)O)C)C (6-(diethylaminomethyl)cholest-5-en-3β-ol), N1=CC=CC=C1 (pyridine), C(CC)(=O)Cl (propionyl chloride), C([O-])(O)=O.[K+] (potassium bicarbonate). Run in O (water). Conditions: time 2 hour. Product: C(C)N(CC)CC=1C[C@H]2[C@@H]3CC[C@H]([C@@H](CCCC(C)C)C)[C@]3(CC[C@@H]2[C@]2(CC[C@@H](CC12)OC(CC)=O)C)C (6-(diethylaminomethyl)-3β-(propionyloxy)cholest-5-ene). RXN SMILES: [CH2:1]([N:3]([CH2:6][C:7]1[CH2:8][C@@H:9]2[C@@H:25]([C@:26]3([CH3:33])[C:31]=1[CH2:30][C@@H:29]([OH:32])[CH2:28][CH2:27]3)[CH2:24][CH2:23][C@@:22]1([CH3:34])[C@H:10]2[CH2:11][CH2:12][C@@H:13]1[C@H:14]([CH3:21])[CH2:15][CH2:16][CH2:17][CH:18]([CH3:20])[CH3:19])[CH2:4][CH3:5])[CH3:2].N1C=CC=CC=1.[C:41](Cl)(=[O:44])[CH2:42][CH3:43].C(=O)(O)[O-].[K+]>O>[CH2:4]([N:3]([CH2:6][C:7]1[CH2:8][C@@H:9]2[C@@H:25]([C@:26]3([CH3:33])[C:31]=1[CH2:30][C@@H:29]([O:32][C:41](=[O:44])[CH2:42][CH3:43])[CH2:28][CH2:27]3)[CH2:24][CH2:23][C@@:22]1([CH3:34])[C@H:10]2[CH2:11][CH2:12][C@@H:13]1[C@H:14]([CH3:21])[CH2:15][CH2:16][CH2:17][CH:18]([CH3:19])[CH3:20])[CH2:1][CH3:2])[CH3:5] |f:3.4|. Procedure: To a solution of 10 parts of 6-(diethylaminomethyl)cholest-5-en-3β-ol in 40 parts of pyridine at 0° is added, slowly and with stirring, 5 parts of propionyl chloride. When the addition is complete, stirring is continued for 2 hours while the reaction mixture warms to room temperature, whereupon 100 parts of water and 100 parts of aqueous 5% potassium bicarbonate are consecutively mixed in. The oil which separates is extracted with hexane. The extract is washed with water, dried over anhydrous so... Reactants: C(CC(=O)C)(=O)OC (Methyl acetoacetate), CC=1C(=C(NN1)N)C1=C(C=C(C=C1C)C)C (5-methyl-4-(2,4,6-trimethyl-phenyl)-2H-pyrazol-3-ylamine). Run in C(C)(=O)O (acetic acid). Yields the product CC1=NN2C(NC(=CC2=O)C)=C1C1=C(C=C(C=C1C)C)C (2,5-Dimethyl-3-(2,4,6-trimethyl-phenyl)-4H-pyrazolo[1,5-a]pyrimidin-7-one). The yield is 65.5%. RXN SMILES: [C:1]([O:7]C)(=O)[CH2:2][C:3]([CH3:5])=O.[CH3:9][C:10]1[C:11]([C:16]2[C:21]([CH3:22])=[CH:20][C:19]([CH3:23])=[CH:18][C:17]=2[CH3:24])=[C:12]([NH2:15])[NH:13][N:14]=1>C(O)(=O)C>[CH3:9][C:10]1[C:11]([C:16]2[C:17]([CH3:24])=[CH:18][C:19]([CH3:23])=[CH:20][C:21]=2[CH3:22])=[C:12]2[NH:15][C:3]([CH3:5])=[CH:2][C:1](=[O:7])[N:13]2[N:14]=1. Procedure: Methyl acetoacetate (0.38 ml) was added to a solution of 5-methyl-4-(2,4,6-trimethyl-phenyl)-2H-pyrazol-3-ylamine (641 mg, 2.98 mmol) in 4 ml of acetic acid. The reaction mixture was heated at reflux for overnight. The mixture was concentrated to dryness and the residue was purified through silica gel column chromatography using 5% methanol in chloroform as eluent to give 560 mg (65.5%) of the title compound as a white solid; Starting materials: C(=O)=O (dry ice), CC=1C=C(OC(C(=O)O)CC)C=C(C1)C (2-(3,5-dimethylphenoxy)-butyric acid), C1(=CC=CC=C1)C (toluene), C(=O)(Cl)Cl (Phosgene). The solvent is O (water), CN(C=O)C (dimethylformamide). Conditions: temperature 60 celsius, time 2 hour. The product is CC=1C=C(OC(C(=O)Cl)CC)C=C(C1)C (2-(3,5-dimethylphenoxy)butyryl chloride). The yield is 101.0%. As a reaction SMILES: [CH3:1][C:2]1[CH:3]=[C:4]([CH:12]=[C:13]([CH3:15])[CH:14]=1)[O:5][CH:6]([CH2:10][CH3:11])[C:7](O)=[O:8].C1(C)C=CC=CC=1.C(Cl)([Cl:25])=O.C(=O)=O>O.CN(C)C=O>[CH3:1][C:2]1[CH:3]=[C:4]([CH:12]=[C:13]([CH3:15])[CH:14]=1)[O:5][CH:6]([CH2:10][CH3:11])[C:7]([Cl:25])=[O:8]. Procedure: A mixture of 2-(3,5-dimethylphenoxy)-butyric acid [849 g (4.1 moles)], 1075 ml toluene, and 8 ml dimethylformamide was heated to 60° C. in a 5-liter flask fitted with a gas inlet tube, a stirrer, a thermometer and a dry ice condenser. Phosgene, 472 g (4.8 moles), was passed into the solution at 60°-70° C. The mixture was then heated at 60°-70° C. for thirty minutes. The dry ice condenser was then replaced with a water-cooled condenser and the solution was purged with nitrogen to remove excess ph... Starting materials: OC1=CC=C2C=3C(=CC=C(C3NC2=C1)C(=O)N)C1=C(C(=CC=C1)N1C(C2=CC(=CC=C2C1)C)=O)C (7-hydroxy-4-(2-methyl-3-(6-methyl-1-oxoisoindolin-2-yl)phenyl)-9H-carbazole-1-carboxamide), C([O-])([O-])=O.[K+].[K+] (potassium carbonate), BrCCOC (1-bromo-2-methoxyethane). Solvent: CN(C)C=O (DMF). Reaction conditions: time 30 minute. Yields the product COCCOC1=CC=C2C=3C(=CC=C(C3NC2=C1)C(=O)N)C1=C(C(=CC=C1)N1C(C2=CC(=CC=C2C1)C)=O)C (7-(2-methoxyethoxy)-4-(2-methyl-3-(6-methyl-1-oxoisoindolin-2-yl)phenyl)-9H-carbazole-1-carboxamide). Isolated yield 37.0%. Reaction SMILES: [OH:1][C:2]1[CH:14]=[C:13]2[C:5]([C:6]3[C:7]([C:18]4[CH:23]=[CH:22][CH:21]=[C:20]([N:24]5[CH2:32][C:31]6[C:26](=[CH:27][C:28]([CH3:33])=[CH:29][CH:30]=6)[C:25]5=[O:34])[C:19]=4[CH3:35])=[CH:8][CH:9]=[C:10]([C:15]([NH2:17])=[O:16])[C:11]=3[NH:12]2)=[CH:4][CH:3]=1.C(=O)([O-])[O-].[K+].[K+].Br[CH2:43][CH2:44][O:45][CH3:46]>CN(C=O)C>[CH3:46][O:45][CH2:44][CH2:43][O:1][C:2]1[CH:14]=[C:13]2[C:5]([C:6]3[C:7]([C:18]4[CH:23]=[CH:22][CH:21]=[C:20]([N:24]5[CH2:32][C:31]6[C:26](=[CH:27][C:28]([CH3:33])=[CH:29][CH:30]=6)[C:25]5=[O:34])[C:19]=4[CH3:35])=[CH:8][CH:9]=[C:10]([C:15]([NH2:17])=[O:16])[C:11]=3[NH:12]2)=[CH:4][CH:3]=1 |f:1.2.3|. Reported procedure: A mixture of 7-hydroxy-4-(2-methyl-3-(6-methyl-1-oxoisoindolin-2-yl)phenyl)-9H-carbazole-1-carboxamide (Example 40-2, 30 mg, 0.065 mmol) and potassium carbonate (18 mg, 0.130 mmol) in DMF (1.0 mL) was stirred at rt for 30 min, then was treated with 1-bromo-2-methoxyethane (14 mg, 0.098 mmol). The mixture was heated at 90° C. for 4 h, cooled to rt and concentrated under vacuum. The residue was purified by preparative HPLC to provide 7-(2-methoxyethoxy)-4-(2-methyl-3-(6-methyl-1-oxoisoindolin-2-yl... The reactants are O=C(Cl)CCl, ClC=CCl, Cc1cccc(C)c1N, [Na+], [OH-]. Product: Cc1cccc(C)c1NC(=O)CCl. RXN SMILES: [Cl:12][CH2:13][C:14](=[O:15])[Cl:16].[Cl:17][CH:18]=[CH:19][Cl:20].[NH2:1][c:2]1[c:3]([CH3:9])[cH:4][cH:5][cH:6][c:7]1[CH3:8].[Na+:11].[OH-:10]>>[NH:1]([c:2]1[c:3]([CH3:9])[cH:4][cH:5][cH:6][c:7]1[CH3:8])[C:14]([CH2:13][Cl:12])=[O:15]. The reactants are COc1ccccc1, CC(C)(C)OC(=O)CCc1c(-c2ccccc2Cl)cc(Cl)nc1Cl, O=C(O)C(F)(F)F. The product is COC(=O)CCc1c(-c2ccccc2Cl)cc(Cl)nc1Cl. Reaction SMILES: [CH3:32][O:33][c:34]1[cH:35][cH:36][cH:37][cH:38][cH:39]1.[Cl:1][c:2]1[n:3][c:4]([Cl:24])[cH:5][c:6](-[c:17]2[c:18]([Cl:23])[cH:19][cH:20][cH:21][cH:22]2)[c:7]1[CH2:8][CH2:9][C:10](=[O:11])[O:12][C:13]([CH3:14])([CH3:15])[CH3:16].[OH:25][C:26]([C:27]([F:28])([F:29])[F:30])=[O:31]>>[Cl:1][c:2]1[n:3][c:4]([Cl:24])[cH:5][c:6](-[c:17]2[c:18]([Cl:23])[cH:19][cH:20][cH:21][cH:22]2)[c:7]1[CH2:8][CH2:9][C:10](=[O:11])[O:12][CH3:13]. The reactants are Cl.C(C)(=O)N(C)C1=C2CCC(CC2=CC=C1)NCCC (5-(N-Acetyl-N-methyl-amino)-2-n-propylamino-tetralinehydrochloride). Solvent: O1CCCC1 (tetrahydrofuran). Yields the product Cl.Cl.C(C)N(C)C1=C2CCC(CC2=CC=C1)NCCC (5-(N-Ethyl-N-methyl amino)-2-n-propylamino-tetralinedihydrochloride). Reaction SMILES: [ClH:1].[C:2]([N:5]([C:7]1[CH:16]=[CH:15][CH:14]=[C:13]2[C:8]=1[CH2:9][CH2:10][CH:11]([NH:17][CH2:18][CH2:19][CH3:20])[CH2:12]2)[CH3:6])(=O)[CH3:3]>O1CCCC1>[ClH:1].[ClH:1].[CH2:2]([N:5]([C:7]1[CH:16]=[CH:15][CH:14]=[C:13]2[C:8]=1[CH2:9][CH2:10][CH:11]([NH:17][CH2:18][CH2:19][CH3:20])[CH2:12]2)[CH3:6])[CH3:3] |f:0.1,3.4.5|. Procedure details: Starting from 0.56 g (1.89 mmol) of 5-(N-acetyl-N-methyl-amino)-2-n-propylamino-tetraline-hydrochloride (Example 4.7.8) which is converted into the base, the title compound is obtained as a base by reduction in 20 ml of absolute tetrahydrofuran analogously to Example 4.5.1 c), but using 1.90 ml of 2-molar diboran solution in tetrahydrofuran (THF) as reducing agent. The base is purified by column chromatography (50 g of silica gel, methylene chloride/methanol/conc. ammonia 90:10:0.5) and crystall... As a reaction SMILES: [CH2:1]([Sn:5](C1C=CC=CC=1)([C:12]1[CH:17]=[CH:16][CH:15]=[CH:14][CH:13]=1)[C:6]1[CH:11]=[CH:10][CH:9]=[CH:8][CH:7]=1)[CH2:2][CH2:3][CH3:4].[I:24]I>CO>[CH2:1]([Sn:5]([I:24])([C:12]1[CH:17]=[CH:16][CH:15]=[CH:14][CH:13]=1)[C:6]1[CH:11]=[CH:10][CH:9]=[CH:8][CH:7]=1)[CH2:2][CH2:3][CH3:4]. Solvent: CO (methanol), petroleum ether, CO (methanol), CO (methanol). Reaction conditions: time 16 hour. Procedure details: In a three-necked flask protected from light, butyltriphenyltin (21.05 g; 51.8 mmol) was dissolved in 50 mL of dry methanol. A solution of iodine (12.06 g; 47.5 mmol) in methanol was then added slowly. After stirring at room temperature during 16 hours, methanol was eliminated under vacuum. The residue was dissolved in petroleum ether and washed with a saturated aqueous solution of sodium thiosulphate. Organic layers were washed with a saturated NaCl solution and dried over MgSO4. Solvent was ev... The product is C(CCC)[Sn](C1=CC=CC=C1)(C1=CC=CC=C1)I (Butyldiphenyltin Iodide). Reactants: C(CCC)[Sn](C1=CC=CC=C1)(C1=CC=CC=C1)C1=CC=CC=C1 (butyltriphenyltin), II (iodine). Reactants: C1(CC1)C=1N=C(C2=C(N1)CCCS2)O (2-Cyclopropyl-7,8-dihydro-4-hydroxy-6H-thiopyrano[3,2-d]pyrimidine), P(=O)(Cl)(Cl)Cl (phosphorus oxychloride). Yields the product C1(CC1)C=1N=C(C2=C(N1)CCCS2)Cl (2-Cyclopropyl-4-chloro-7,8-dihydro-6H-thiopyrano[3,2-d]pyrimidine). RXN SMILES: [CH:1]1([C:4]2[N:5]=[C:6](O)[C:7]3[S:13][CH2:12][CH2:11][CH2:10][C:8]=3[N:9]=2)[CH2:3][CH2:2]1.P(Cl)(Cl)([Cl:17])=O>>[CH:1]1([C:4]2[N:5]=[C:6]([Cl:17])[C:7]3[S:13][CH2:12][CH2:11][CH2:10][C:8]=3[N:9]=2)[CH2:3][CH2:2]1. Procedure details: A stirred solution of product from Step A (17 g) in phosphorus oxychloride (160 ml) was heated at reflux for 1 hour. Two-thirds of the phosphorus oxychloride was distilled from the reaction mixture and the residue poured into ice water to give 12.1 g of title compound which was dried and used in Step C without further purification or characterization. Reported procedure: Into a four-necked flask equipped with a stirrer and a thermometer were charged 1.11 g (5 millimole) of (+)-4-[3-{2(S)-methylbutoxy}propyl]phenol, 1.67 g (6 millimole) of 4-decyloxybenzoic acid and 30 ml of anhydrous dichlomethane, and then 1.22 g (6 millimole) of N,N'-dicyclohexylcarbodiimide and 0.1 g of 4-pyrrolidinopyridine were added thereto, followed by stirring at room temperature for one day. After completion of the reaction, precipitates formed were filtered off and diluted with 200 ml ... Isolated yield 90.3%. Reaction conditions: time 1 day. The reactants are C[C@H](COCCCC1=CC=C(C=C1)O)CC ((+)-4-[3-{2(S)-methylbutoxy}propyl]phenol), C(CCCCCCCCC)OC1=CC=C(C(=O)O)C=C1 (4-decyloxybenzoic acid), C1(CCCCC1)N=C=NC1CCCCC1 (N,N'-dicyclohexylcarbodiimide), N1(CCCC1)C1=CC=NC=C1 (4-pyrrolidinopyridine). Yields the product C(CCCCCCCCC)OC1=CC=C(C(=O)OC2=CC=C(C=C2)CCCOC[C@H](CC)C)C=C1 ((+)-4-[3-{2(S)-methylbutoxy}propyl]phenyl 4-decyloxybenzoate). RXN SMILES: [CH3:1][C@@H:2]([CH2:15][CH3:16])[CH2:3][O:4][CH2:5][CH2:6][CH2:7][C:8]1[CH:13]=[CH:12][C:11]([OH:14])=[CH:10][CH:9]=1.[CH2:17]([O:27][C:28]1[CH:36]=[CH:35][C:31]([C:32](O)=[O:33])=[CH:30][CH:29]=1)[CH2:18][CH2:19][CH2:20][CH2:21][CH2:22][CH2:23][CH2:24][CH2:25][CH3:26].C1(N=C=NC2CCCCC2)CCCCC1.N1(C2C=CN=CC=2)CCCC1>>[CH2:17]([O:27][C:28]1[CH:29]=[CH:30][C:31]([C:32]([O:14][C:11]2[CH:10]=[CH:9][C:8]([CH2:7][CH2:6][CH2:5][O:4][CH2:3][C@@H:2]([CH3:1])[CH2:15][CH3:16])=[CH:13][CH:12]=2)=[O:33])=[CH:35][CH:36]=1)[CH2:18][CH2:19][CH2:20][CH2:21][CH2:22][CH2:23][CH2:24][CH2:25][CH3:26].